This data is from the Open Reaction Database (ORD), a public repository of structured organic reaction records. The task is: describe an organic reaction: reactants, conditions, products, and yield Reactants: FC(S(=O)(=O)OC=1C(=CC(=C2C=CC=NC12)Cl)C(=O)N(C)OC)(F)F (5-chloro-7-{[methoxy(methyl)amino]carbonyl}quinolin-8-yl trifluoromethanesulfonate), FC1=C(C=CC=C1)B(O)O ((2-fluorophenyl)boronic acid), solution, C([O-])([O-])=O.[Na+].[Na+] (sodium carbonate), O (water). The reagents and catalysts are C=1C=CC(=CC1)[P](C=2C=CC=CC2)(C=3C=CC=CC3)[Pd]([P](C=4C=CC=CC4)(C=5C=CC=CC5)C=6C=CC=CC6)([P](C=7C=CC=CC7)(C=8C=CC=CC8)C=9C=CC=CC9)[P](C=1C=CC=CC1)(C=1C=CC=CC1)C=1C=CC=CC1 (tetrakis(triphenylphosphine)palladium(0)). Solvent: O1CCOCC1 (1,4-dioxane), C(C)(=O)OCC (ethyl acetate). Reaction conditions: temperature 100 celsius. The product is ClC1=C2C=CC=NC2=C(C(=C1)C(=O)N(C)OC)C1=C(C=CC=C1)F (5-chloro-8-(2-fluorophenyl)-N-methoxy-N-methylquinoline-7-carboxamide), bis-trifluoroacetate. The yield is 29.0%. RXN SMILES: FC(F)(F)S(O[C:7]1[C:8]([C:18]([N:20]([O:22][CH3:23])[CH3:21])=[O:19])=[CH:9][C:10]([Cl:17])=[C:11]2[C:16]=1[N:15]=[CH:14][CH:13]=[CH:12]2)(=O)=O.[F:26][C:27]1[CH:32]=[CH:31][CH:30]=[CH:29][C:28]=1B(O)O.C(=O)([O-])[O-].[Na+].[Na+].O>O1CCOCC1.C(OCC)(=O)C.C1C=CC([P]([Pd]([P](C2C=CC=CC=2)(C2C=CC=CC=2)C2C=CC=CC=2)([P](C2C=CC=CC=2)(C2C=CC=CC=2)C2C=CC=CC=2)[P](C2C=CC=CC=2)(C2C=CC=CC=2)C2C=CC=CC=2)(C2C=CC=CC=2)C2C=CC=CC=2)=CC=1>[Cl:17][C:10]1[CH:9]=[C:8]([C:18]([N:20]([O:22][CH3:23])[CH3:21])=[O:19])[C:7]([C:28]2[CH:29]=[CH:30][CH:31]=[CH:32][C:27]=2[F:26])=[C:16]2[C:11]=1[CH:12]=[CH:13][CH:14]=[N:15]2 |f:2.3.4,^1:58,60,79,98|. Procedure: To a mixture of 5-chloro-7-{[methoxy(methyl)amino]carbonyl}quinolin-8-yl trifluoromethanesulfonate (0.16 g, 0.41 mmol) and (2-fluorophenyl)boronic acid (0.069 g, 0.49 mmol) in 1,4-dioxane (2 mL) was added 1 N solution of sodium carbonate in water (0.62 mL, 34 mmol) and tetrakis(triphenylphosphine)palladium(0) (0.024 g, 0.020 mmol). The mixture was heated at 100° C. overnight. After cooling, the mixture was diluted with ethyl acetate, washed with water, dried over MgSO4, and then concentrated. Th... Starting materials: Cl, CC(NC(=O)Cc1cccc([N+](=O)[O-])c1)C(=O)O, CCC(N)C(=O)OC. Yields the product CCC(NC(=O)C(C)NC(=O)Cc1cccc([N+](=O)[O-])c1)C(=O)OC. RXN SMILES: [ClH:19].[N+:1](=[O:2])([O-:3])[c:4]1[cH:5][c:6]([CH2:10][C:11](=[O:12])[NH:13][CH:14]([CH3:15])[C:16](=[O:17])[OH:18])[cH:7][cH:8][cH:9]1.[NH2:20][CH:21]([C:22](=[O:23])[O:24][CH3:25])[CH2:26][CH3:27]>>[N+:1](=[O:2])([O-:3])[c:4]1[cH:5][c:6]([CH2:10][C:11](=[O:12])[NH:13][CH:14]([CH3:15])[C:16](=[O:18])[NH:20][CH:21]([C:22](=[O:23])[O:24][CH3:25])[CH2:26][CH3:27])[cH:7][cH:8][cH:9]1. Reactants: N#N (N2), C(C)OC(=O)C1(CC1)C1=CC=C(C=C1)B1OC(C(O1)(C)C)(C)C (1-[4-(4,4,5,5-Tetramethyl-[1,3,2]dioxaborolan-2-yl)-phenyl]-cyclopropanecarboxylic acid ethyl ester), BrC1=CC=C(C=C1)I (1-bromo-4-iodo-benzene), C([O-])(O)=O.[Na+] (sodium bicarbonate). Reagents/catalysts: Cl[Pd]Cl.C1(=CC=CC=C1)P([C-]1C=CC=C1)C1=CC=CC=C1.[C-]1(C=CC=C1)P(C1=CC=CC=C1)C1=CC=CC=C1.[Fe+2] ((1,1′-bis(diphenylphosphino)ferrocene)-dichloropalladium(II)). Solvent: COCCOC.O (DME H2O), CCOC(=O)C.O (EtOAc H2O). Conditions: temperature 80 celsius. The product is C(C)OC(=O)C1(CC1)C1=CC=C(C=C1)C1=CC=C(C=C1)Br (1-(4′-Bromo-biphenyl-4-yl)-cyclopropanecarboxylic acid ethyl ester). RXN SMILES: [CH2:1]([O:3][C:4]([C:6]1([C:9]2[CH:14]=[CH:13][C:12](B3OC(C)(C)C(C)(C)O3)=[CH:11][CH:10]=2)[CH2:8][CH2:7]1)=[O:5])[CH3:2].[Br:24][C:25]1[CH:30]=[CH:29][C:28](I)=[CH:27][CH:26]=1.C(=O)(O)[O-].[Na+].N#N>COCCOC.O.Cl[Pd]Cl.C1(P(C2C=CC=CC=2)[C-]2C=CC=C2)C=CC=CC=1.[C-]1(P(C2C=CC=CC=2)C2C=CC=CC=2)C=CC=C1.[Fe+2].CCOC(C)=O.O>[CH2:1]([O:3][C:4]([C:6]1([C:9]2[CH:10]=[CH:11][C:12]([C:28]3[CH:29]=[CH:30][C:25]([Br:24])=[CH:26][CH:27]=3)=[CH:13][CH:14]=2)[CH2:7][CH2:8]1)=[O:5])[CH3:2] |f:2.3,5.6,7.8.9.10,11.12|. Procedure details: 1-[4-(4,4,5,5-Tetramethyl-[1,3,2]dioxaborolan-2-yl)-phenyl]-cyclopropanecarboxylic acid ethyl ester (2 g, 6.33 mmol), 1-bromo-4-iodo-benzene (1.97 g, 6.96 mmol), and sodium bicarbonate (1.59 g, 18.98 mmol) were dissolved in DME:H2O (2:1). The solution was sparged with N2 (g) for ten minutes then (1,1′-bis(diphenylphosphino)ferrocene)-dichloropalladium(II) (0.52 g, 0.063 mmol) was added and N2 (g) was introduced for an additional 5 minutes. The reaction was heated to 80° C. for 4 hours then coole... The yield is 82.4%. The reactants are C1(=CC=CC=C1)C1CCNCC1 (4-phenylpiperidine), BrCCCO (3-bromopropan-1-ol), C([O-])([O-])=O.[K+].[K+] (potassium carbonate). The solvent is C(CCC)O (n-butanol), O1CCOCC1 (1,4-dioxane). Product: OCCCN1CCC(CC1)C1=CC=CC=C1 (1-(3-Hydroxypropyl)-4-phenylpiperidine). Procedure details: A suspension of 4-phenylpiperidine (3.00 g, 18.6 mmol, 1.00 equiv), 3-bromopropan-1-ol (2.12 mL, 22.3 mmol, 1.20 equiv), potassium carbonate (12.8 g, 93.0 mmol, 5.00 equiv), and potassium iodide (124 mg, 0.74 mmol, 0.04 equiv) in n-butanol (50 mL) and 1,4-dioxane (50 mL) was stirred at reflux under argon for 48 hours. The mixture was cooled to room temperature and concentrated. Water (50 mL) was added and the mixture was extracted with CH2Cl2 (4×100 mL). The combined organic solutions were dried... Reaction SMILES: [C:1]1([CH:7]2[CH2:12][CH2:11][NH:10][CH2:9][CH2:8]2)[CH:6]=[CH:5][CH:4]=[CH:3][CH:2]=1.Br[CH2:14][CH2:15][CH2:16][OH:17].C(=O)([O-])[O-].[K+].[K+]>C(O)CCC.O1CCOCC1.[I-].[K+]>[OH:17][CH2:16][CH2:15][CH2:14][N:10]1[CH2:9][CH2:8][CH:7]([C:1]2[CH:6]=[CH:5][CH:4]=[CH:3][CH:2]=2)[CH2:12][CH2:11]1 |f:2.3.4,7.8|. The reagents and catalysts are [I-].[K+] (potassium iodide). The reactants are CC1(NC(=O)OCc2ccccc2)CCN(c2ccc(C(F)(F)F)cn2)CC1, CC#N. Yields the product CC1(N)CCN(c2ccc(C(F)(F)F)cn2)CC1. RXN SMILES: [CH2:1]([O:2][C:3](=[O:4])[NH:10][C:11]1([CH3:27])[CH2:12][CH2:13][N:14]([c:17]2[n:18][cH:19][c:20]([C:23]([F:24])([F:25])[F:26])[cH:21][cH:22]2)[CH2:15][CH2:16]1)[c:5]1[cH:6][cH:7][cH:8][cH:9][cH:28]1.[CH3:29][C:30]#[N:31]>>[NH2:10][C:11]1([CH3:27])[CH2:12][CH2:13][N:14]([c:17]2[n:18][cH:19][c:20]([C:23]([F:24])([F:25])[F:26])[cH:21][cH:22]2)[CH2:15][CH2:16]1. Reactants: [BH3-]C#N, CNC, CCO, COc1cc(Nc2nc3n(n2)CCC(=O)CC3c2ccc(F)cc2)ccc1-n1cnc(Cl)c1, O=C(O)C(F)(F)F, O=C(O)C(F)(F)F, [Na+]. Product: COc1cc(Nc2nc3n(n2)CCC(N(C)C)CC3c2ccc(F)cc2)ccc1-n1cnc(Cl)c1. Reaction SMILES: [C:44]([BH3-:45])#[N:46].[CH3:41][NH:42][CH3:43].[CH3:55][CH2:56][OH:57].[Cl:8][c:9]1[n:10][cH:11][n:12](-[c:14]2[c:15]([O:39][CH3:40])[cH:16][c:17]([NH:20][c:21]3[n:22][n:23]4[c:24]([n:38]3)[CH:25]([c:31]3[cH:32][cH:33][c:34]([F:37])[cH:35][cH:36]3)[CH2:26][C:27](=[O:30])[CH2:28][CH2:29]4)[cH:18][cH:19]2)[cH:13]1.[F:1][C:2]([F:3])([F:4])[C:5]([OH:6])=[O:7].[F:48][C:49]([F:50])([F:51])[C:52]([OH:53])=[O:54].[Na+:47]>>[Cl:8][c:9]1[n:10][cH:11][n:12](-[c:14]2[c:15]([O:39][CH3:40])[cH:16][c:17]([NH:20][c:21]3[n:22][n:23]4[c:24]([n:38]3)[CH:25]([c:31]3[cH:32][cH:33][c:34]([F:37])[cH:35][cH:36]3)[CH2:26][CH:27]([N:42]([CH3:41])[CH3:43])[CH2:28][CH2:29]4)[cH:18][cH:19]2)[cH:13]1. The reactants are CN(C(=O)C=1N=C(SC1C(=O)O)C=1C=NC(=CC1)NC(=O)NCC)C (4-[(Dimethylamino)carbonyl]-2-(6-{[(ethylamino)carbonyl]amino}pyridin-3-yl)-1,3-thiazole-5-carboxylic acid), C=1C=CC2=C(C1)N=NN2O (HOBT), CN1CCOCC1 (N-methylmorpholine), CCN=C=NCCCN(C)C.Cl (EDC hydrochloride), C(C)N (ethylamine). The solvent is C(C)(=O)OCC (ethyl acetate), CN(C=O)C (dimethylformamide). Reaction conditions: time 8 hour. The product is C(C)NC(=O)C1=C(N=C(S1)C=1C=NC(=CC1)NC(=O)NCC)C(=O)N(C)C (N5-Ethyl-2-(6-{[(ethylamino)carbonyl]amino}pyridin-3-yl)-N4,N4-dimethyl-1,3-thiazole-4,5-dicarboxamide). Isolated yield 1.4%. As a reaction SMILES: [CH3:1][N:2]([CH3:25])[C:3]([C:5]1[N:6]=[C:7]([C:13]2[CH:14]=[N:15][C:16]([NH:19][C:20]([NH:22][CH2:23][CH3:24])=[O:21])=[CH:17][CH:18]=2)[S:8][C:9]=1[C:10]([OH:12])=O)=[O:4].C1C=C[C:29]2N(O)N=[N:32][C:30]=2C=1.CN1CCOCC1.CCN=C=NCCCN(C)C.Cl.C(N)C>CN(C)C=O.C(OCC)(=O)C>[CH2:30]([NH:32][C:10]([C:9]1[S:8][C:7]([C:13]2[CH:14]=[N:15][C:16]([NH:19][C:20]([NH:22][CH2:23][CH3:24])=[O:21])=[CH:17][CH:18]=2)=[N:6][C:5]=1[C:3]([N:2]([CH3:1])[CH3:25])=[O:4])=[O:12])[CH3:29] |f:3.4|. Procedure details: To a stirred solution of 4-[(dimethylamino)carbonyl]-2-(6-{[(ethylamino)carbonyl]amino}pyridin-3-yl)-1,3-thiazole-5-carboxylic acid (Example 53, 0.12 g, 3.3 mmol) in dry dimethylformamide (2 mL), HOBT (0.101 g, 6.6 mmol), N-methylmorpholine (0.108 mL, 9.9 mmol), EDC hydrochloride (0.126 g, 6.6 mmol), ethylamine (2 M in tetrahydrofuran, 0.13 mL, 3.3 mmol) were added at 0° C. and stirred overnight at room temperature. After completion of the reaction, reaction mixture was diluted with ethyl acetat... The reactants are N1CCNCC1 (piperazine), C1(=CC=C(C=C1)N=C=NC1=CC=C(C=C1)C)C (1,3-di-p-tolylcarbodiimide). Solvent: CN(C)C=O (DMF). Conditions: time 0.5 hour. Product: C1(=CC=C(C=C1)NC(=NC1=CC=C(C=C1)C)N1CCNCC1)C (1-[(N,N′-Di-p-tolyl)amidino]piperizine). The yield is 52.0%. As a reaction SMILES: [NH:1]1[CH2:6][CH2:5][NH:4][CH2:3][CH2:2]1.[C:7]1([CH3:23])[CH:12]=[CH:11][C:10]([N:13]=[C:14]=[N:15][C:16]2[CH:21]=[CH:20][C:19]([CH3:22])=[CH:18][CH:17]=2)=[CH:9][CH:8]=1>CN(C=O)C>[C:19]1([CH3:22])[CH:20]=[CH:21][C:16]([NH:15][C:14]([N:1]2[CH2:6][CH2:5][NH:4][CH2:3][CH2:2]2)=[N:13][C:10]2[CH:9]=[CH:8][C:7]([CH3:23])=[CH:12][CH:11]=2)=[CH:17][CH:18]=1. Procedure details: 1.2 mmol of piperazine was dissolved in 10 ml of DMF and 1.0 mmol of 1,3-di-p-tolylcarbodiimide was added. After 0.5 hour of stirring at room temperature, a small precipitation was filtered off, and washed twice with 1 ml of DMF. The filtrates were collected and kept at room temperature overnight. 50 ml of water was added to the solution. A precipitated oil was separated by centrifugation. The residual oil was dissolved in 10 ml of methanol and 0.2 ml of conc. HCl was added. The methanol solutio... The reactants are [C-]#N, CCO, CC1C=CCCC1C=O, [K+], [Na+], O, O=S([O-])O. Product: CC1C=CCCC1C(O)C#N. RXN SMILES: [C-:15]#[N:16].[CH3:19][CH2:20][OH:21].[CH3:6][CH:7]1[CH:8]([CH:13]=[O:14])[CH2:9][CH2:10][CH:11]=[CH:12]1.[K+:17].[Na+:5].[OH2:18].[S:1](=[O:2])([OH:3])[O-:4]>>[CH3:6][CH:7]1[CH:8]([CH:13]([OH:14])[C:15]#[N:16])[CH2:9][CH2:10][CH:11]=[CH:12]1. The reactants are C[Al](C)C (trimethylaluminium), C1(CC1)N(S(=O)(=O)C1=C(C=C(C=C1C)OC)C)CC1=NN=C(O1)C(=O)OCC (ethyl 5-({cyclopropyl[(4-methoxy-2,6-dimethylphenyl)sulfonyl]amino}methyl)-1,3,4-oxadiazole-2-carboxylate), CN(CCCN1CCNCC1)C (N,N-dimethyl-3-(piperazin-1-yl)propan-1-amine). The solvent is ClCCCl (DCE). Yields the product N (NH3), C1(CC1)N(S(=O)(=O)C1=C(C=C(C=C1C)OC)C)CC=1OC(=NN1)C(=O)N1CCN(CC1)CCCN(C)C (N-Cyclopropyl-N-{[5-({4-[3-(dimethylamino)propyl]piperazin-1-yl}carbonyl)-1,3,4-oxadiazol-2-yl]methyl}-4-methoxy-2,6-dimethylbenzenesulfonamide). RXN SMILES: [CH:1]1([N:4]([CH2:18][C:19]2[O:23][C:22]([C:24](OCC)=[O:25])=[N:21][N:20]=2)[S:5]([C:8]2[C:13]([CH3:14])=[CH:12][C:11]([O:15][CH3:16])=[CH:10][C:9]=2[CH3:17])(=[O:7])=[O:6])[CH2:3][CH2:2]1.[CH3:29][N:30]([CH3:40])[CH2:31][CH2:32][CH2:33][N:34]1[CH2:39][CH2:38][NH:37][CH2:36][CH2:35]1.C[Al](C)C>ClCCCl>[NH3:4].[CH:1]1([N:4]([CH2:18][C:19]2[O:23][C:22]([C:24]([N:37]3[CH2:38][CH2:39][N:34]([CH2:33][CH2:32][CH2:31][N:30]([CH3:29])[CH3:40])[CH2:35][CH2:36]3)=[O:25])=[N:21][N:20]=2)[S:5]([C:8]2[C:13]([CH3:14])=[CH:12][C:11]([O:15][CH3:16])=[CH:10][C:9]=2[CH3:17])(=[O:7])=[O:6])[CH2:3][CH2:2]1. Procedure details: The title compound was prepared according to general procedure AT using ethyl 5-({cyclopropyl[(4-methoxy-2,6-dimethylphenyl)sulfonyl]amino}methyl)-1,3,4-oxadiazole-2-carboxylate (30 mg, 0.07 mmol), N,N-dimethyl-3-(piperazin-1-yl)propan-1-amine (27 mg, 0.16 mmol) and trimethylaluminium (2 M in toluene, 0.07 mL) in DCE (5 mL). The crude product was purified using FCC, eluting with 95:4.5:0.5 DCM:MeOH:NH3, to afford the title compound.